From a dataset of the Open Reaction Database (ORD), a public repository of structured organic reaction records. describe an organic reaction: reactants, conditions, products, and yield Reactants: CC(C)(C)OC(=O)N1CCC(=O)CC1, CC(=O)O, CCOCC, Clc1ccc(OC2CCNCC2)cc1Cl, ClCCCl, [Na+], [OH-]. The product is CC(C)(C)OC(=O)N1CCC(N2CCC(Oc3ccc(Cl)c(Cl)c3)CC2)CC1. Reaction SMILES: [C:16](=[O:17])([O:18][C:19]([CH3:20])([CH3:21])[CH3:22])[N:23]1[CH2:24][CH2:25][C:26](=[O:29])[CH2:27][CH2:28]1.[CH3:30][C:31](=[O:32])[OH:33].[CH3:40][CH2:41][O:42][CH2:43][CH3:44].[Cl:1][c:2]1[cH:3][c:4]([O:5][CH:6]2[CH2:7][CH2:8][NH:9][CH2:10][CH2:11]2)[cH:12][cH:13][c:14]1[Cl:15].[Cl:36][CH2:37][CH2:38][Cl:39].[Na+:35].[OH-:34]>>[Cl:1][c:2]1[cH:3][c:4]([O:5][CH:6]2[CH2:7][CH2:8][N:9]([CH:26]3[CH2:25][CH2:24][N:23]([C:16](=[O:17])[O:18][C:19]([CH3:20])([CH3:21])[CH3:22])[CH2:28][CH2:27]3)[CH2:10][CH2:11]2)[cH:12][cH:13][c:14]1[Cl:15]. Reactants: C=CCC1(c2ccccc2)CCN(C(C)C(C)(C)O[Si](C)(C)C(C)(C)C)C(=O)O1, ClCCl, O=C(O)C(F)(F)F. The product is C=CCC1(c2ccccc2)CCN(C(C)C(C)(C)O)C(=O)O1. RXN SMILES: [CH2:1]([CH:2]=[CH2:3])[C:4]1([c:24]2[cH:25][cH:26][cH:27][cH:28][cH:29]2)[CH2:5][CH2:6][N:7]([CH:11]([CH3:12])[C:13]([CH3:14])([CH3:15])[O:16][Si:17]([C:18]([CH3:19])([CH3:20])[CH3:21])([CH3:22])[CH3:23])[C:8](=[O:10])[O:9]1.[Cl:37][CH2:38][Cl:39].[F:30][C:31]([F:32])([F:33])[C:34]([OH:35])=[O:36]>>[CH2:1]([CH:2]=[CH2:3])[C:4]1([c:24]2[cH:25][cH:26][cH:27][cH:28][cH:29]2)[CH2:5][CH2:6][N:7]([CH:11]([CH3:12])[C:13]([CH3:14])([CH3:15])[OH:16])[C:8](=[O:10])[O:9]1. Reactants: O (water), C(C)OC(CC1C(CCC1)C1=CC(=CC=C1)OC)=O ([2-(3-methoxyphenyl)-cyclopentyl]-acetic acid ethyl ester). Run in C(Cl)Cl (methylene chloride), polyphosphoric acid. Yields the product ethyl acetate hexanes, COC1=CC=C2C(CC3C(C2=C1)CCC3)=O (8-Methoxy-1,2,3,3a,4,9b-hexahydro-cyclopenta[a]naphthalen-5-one). Yield: 80.9%. As a reaction SMILES: C(O[C:4](=[O:19])[CH2:5][CH:6]1[CH2:10][CH2:9][CH2:8][CH:7]1[C:11]1[CH:16]=[CH:15][CH:14]=[C:13]([O:17][CH3:18])[CH:12]=1)C.O>C(Cl)Cl>[CH3:18][O:17][C:13]1[CH:12]=[C:11]2[C:16]([C:4](=[O:19])[CH2:5][CH:6]3[CH2:10][CH2:9][CH2:8][CH:7]32)=[CH:15][CH:14]=1. Reported procedure: Heat a solution of [2-(3-methoxyphenyl)-cyclopentyl]-acetic acid ethyl ester (4.2 g, 16.0 mmoles) in polyphosphoric acid (27 g) at 100° C. for 3.5 hours. Cool the reaction to r.t. and add ice, water and methylene chloride cautiously. Extract the aqueous layer was 2× with additional methylene chloride, combine the organic layers and dry over anhydrous sodium sulfate. Concentrate in vacuo at 40° C. Chromatograph the crude product on silica with 11-17% ethyl acetate/hexanes to yield the titled comp... The reactants are Clc1ccnc2ccc(Br)cc12, O=C([O-])O, CC[O-], CCO, [Na+], [Na+]. Yields the product CCOc1ccnc2ccc(Br)cc12. As a reaction SMILES: [Br:1][c:2]1[cH:3][c:4]2[c:5]([Cl:12])[cH:6][cH:7][n:8][c:9]2[cH:10][cH:11]1.[C:20](=[O:21])([OH:22])[O-:23].[CH3:14][CH2:15][O-:16].[CH3:17][CH2:18][OH:19].[Na+:13].[Na+:24]>>[Br:1][c:2]1[cH:3][c:4]2[c:5]([O:16][CH2:15][CH3:14])[cH:6][cH:7][n:8][c:9]2[cH:10][cH:11]1.